Task: describe an organic reaction: reactants, conditions, products, and yield. Dataset: the Open Reaction Database (ORD), a public repository of structured organic reaction records Reactants: BrCC1CCOC1, CSc1nc(C)c2cc(Br)c(=O)[nH]c2n1, CN(C)C=O. Yields the product CSc1nc(C)c2cc(Br)c(=O)n(CC3CCOC3)c2n1. RXN SMILES: [Br:16][CH2:17][CH:18]1[CH2:19][O:20][CH2:21][CH2:22]1.[Br:1][c:2]1[cH:3][c:4]2[c:5]([n:6][c:7]([S:11][CH3:12])[n:8][c:9]2[CH3:10])[nH:13][c:14]1=[O:15].[O:23]=[CH:24][N:25]([CH3:26])[CH3:27]>>[Br:1][c:2]1[cH:3][c:4]2[c:5]([n:6][c:7]([S:11][CH3:12])[n:8][c:9]2[CH3:10])[n:13]([CH2:17][CH:18]2[CH2:19][O:20][CH2:21][CH2:22]2)[c:14]1=[O:15]. Starting materials: aqueous solution, C(C)N(CCNC(C(C1=CC=CC=C1)(C1CCCCC1)Cl)=O)CC (N-[2-(diethylamino)ethyl]-2-chloro-2-cyclohexyl-2-phenylacetamide), [OH-].[Na+] (sodium hydroxide). Run in Cl (hydrochloric acid). Conditions: temperature 55 celsius. The product is C(C)N(CCNC(C(C1=CC=CC=C1)(O)C1CCCCC1)=O)CC (N-[2-(diethylamino)ethyl]-2-cyclohexyl-2-hydroxy-2-phenylacetamide). As a reaction SMILES: [CH2:1]([N:3]([CH2:23][CH3:24])[CH2:4][CH2:5][NH:6][C:7](=[O:22])[C:8](Cl)([CH:15]1[CH2:20][CH2:19][CH2:18][CH2:17][CH2:16]1)[C:9]1[CH:14]=[CH:13][CH:12]=[CH:11][CH:10]=1)[CH3:2].[OH-:25].[Na+]>Cl>[CH2:1]([N:3]([CH2:23][CH3:24])[CH2:4][CH2:5][NH:6][C:7](=[O:22])[C:8]([CH:15]1[CH2:20][CH2:19][CH2:18][CH2:17][CH2:16]1)([OH:25])[C:9]1[CH:14]=[CH:13][CH:12]=[CH:11][CH:10]=1)[CH3:2] |f:1.2|. Procedure details: A mixture of N-[2-(diethylamino)ethyl]-2-chloro-2-cyclohexyl-2-phenylacetamide (6.35 g) and 1N hydrochloric acid (100 ml) was heated at 55° C. for 2 hours. After being cooled, the solution was made alkaline with 6N aqueous solution of sodium hydroxide and extracted with ethyl acetate. The extract was dried over magnesium sulfate, evaporated under reduced pressure. And the residue was triturated with a mixture of n-hexane and diisopropyl ether to give N-[2-(diethylamino)ethyl]-2-cyclohexyl-2-hydr...